Dataset: the Open Reaction Database (ORD), a public repository of structured organic reaction records. Task: describe an organic reaction: reactants, conditions, products, and yield Reactants: CC1=CNC2=CC=CC=C12 (3-methyl-1H-indole), O1COC2=C1C=CC(=C2)C2(CCC(CC2)(C2=CC=CC=C2)N(C)C)O (1-(benzo[d][1,3]dioxol-5-yl)-4-(dimethylamino)-4-phenylcyclohexanol), [OH-].[Na+] (NaOH), C[Si](C)(C)OS(=O)(=O)C(F)(F)F (trifluoromethane sulphonic acid trimethylsilyl ester). Run in ClCCl (dichloromethane), O=O (oxygen). Conditions: time 16 hour. The product is O1COC2=C1C=CC(=C2)C2(CCC(CC2)(C2=CC=CC=C2)N(C)C)C=2NC1=CC=CC=C1C2C (4-(benzo[d][1,3]dioxol-5-yl)-N,N-dimethyl-4-(3-methyl-1H-indol-2-yl)-1-phenylcyclohexylamine). RXN SMILES: [CH3:1][C:2]1[C:10]2[C:5](=[CH:6][CH:7]=[CH:8][CH:9]=2)[NH:4][CH:3]=1.[O:11]1[C:15]2[CH:16]=[CH:17][C:18]([C:20]3(O)[CH2:25][CH2:24][C:23]([N:32]([CH3:34])[CH3:33])([C:26]4[CH:31]=[CH:30][CH:29]=[CH:28][CH:27]=4)[CH2:22][CH2:21]3)=[CH:19][C:14]=2[O:13][CH2:12]1.C[Si](OS(C(F)(F)F)(=O)=O)(C)C.[OH-].[Na+]>ClCCl.O=O>[O:11]1[C:15]2[CH:16]=[CH:17][C:18]([C:20]3([C:3]4[NH:4][C:5]5[C:10]([C:2]=4[CH3:1])=[CH:9][CH:8]=[CH:7][CH:6]=5)[CH2:21][CH2:22][C:23]([N:32]([CH3:34])[CH3:33])([C:26]4[CH:31]=[CH:30][CH:29]=[CH:28][CH:27]=4)[CH2:24][CH2:25]3)=[CH:19][C:14]=2[O:13][CH2:12]1 |f:3.4|. Procedure details: 3-methyl-1H-indole (393 mg, 3 mmol) and the more polar 1-(benzo[d][1,3]dioxol-5-yl)-4-(dimethylamino)-4-phenylcyclohexanol (679 mg, 2 mmol) were dissolved in absolute dichloromethane (50 ml) with the exclusion of oxygen, mixed with trifluoromethane sulphonic acid trimethylsilyl ester (581 μl, 3 mmol) and stirred for 16 h at room temperature. For work up the batch was mixed with 5N NaOH (50 ml) and stirred for 1 h at room temperature. The aqueous phase was separated and extracted with dichloromet... The reactants are O=C1CCC2=C1NC(=C2)C(=O)OC (methyl 6-oxo-1,4,5,6-tetrahydrocyclopenta[b]pyrrole-2-carboxylate), C1(=CC=CC2=CC=CC=C12)CC[Mg]Cl ((2-(naphthalen-1-yl)ethyl)magnesium chloride). Yields the product C1(=CC=CC2=CC=CC=C12)CCC1CCC2=C1NC(=C2)C(=O)OC (methyl 6-(2-(naphthalen-1-yl)ethyl)-1,4,5,6-tetrahydrocyclopenta[b]pyrrole-2-carboxylate), olefin. Reaction SMILES: O=[C:2]1[C:6]2[NH:7][C:8]([C:10]([O:12][CH3:13])=[O:11])=[CH:9][C:5]=2[CH2:4][CH2:3]1.[C:14]1([CH2:24][CH2:25][Mg]Cl)[C:23]2[C:18](=[CH:19][CH:20]=[CH:21][CH:22]=2)[CH:17]=[CH:16][CH:15]=1>>[C:14]1([CH2:24][CH2:25][CH:2]2[C:6]3[NH:7][C:8]([C:10]([O:12][CH3:13])=[O:11])=[CH:9][C:5]=3[CH2:4][CH2:3]2)[C:23]2[C:18](=[CH:19][CH:20]=[CH:21][CH:22]=2)[CH:17]=[CH:16][CH:15]=1. Procedure details: The title compound was synthesized in two steps. First, methyl 6-oxo-1,4,5,6-tetrahydrocyclopenta[b]pyrrole-2-carboxylate (0.50 g, 2.8 mmol) and (2-(naphthalen-1-yl)ethyl)magnesium chloride (synthesized in situ) were reacted according to General Procedure 3 to give the exo olefin-containing compound (E)-methyl 6-(2-(naphthalen-1-yl)ethylidene)-1,4,5,6-tetrahydrocyclopenta[b]pyrrole-2-carboxylate. (Note: (2-(naphthalen-1-yl)ethyl)magnesium chloride was synthesized as follows: Activated magnesium ... Starting materials: C(CCC)/N=C/C1=C(C=CC=C1F)Cl (butyl-[1-(2-chloro-6-fluoro-phenyl)-meth-(E)-ylidene]-amine), solution, C(C)[Mg]Br (ethylmagnesium bromide). Run in O1CCCC1 (tetrahydrofuran), CCOCC (ether). Reaction conditions: time 1 hour. Product: C(CCC)/N=C/C1=C(C=CC=C1CC)Cl (Butyl-[1-(2-chloro-6-ethyl-phenyl)-meth-(E)-ylidene]-amine). Yield: 89.0%. As a reaction SMILES: [CH2:1](/[N:5]=[CH:6]/[C:7]1[C:12](F)=[CH:11][CH:10]=[CH:9][C:8]=1[Cl:14])[CH2:2][CH2:3][CH3:4].[CH2:15]([Mg]Br)[CH3:16]>O1CCCC1.CCOCC>[CH2:1](/[N:5]=[CH:6]/[C:7]1[C:12]([CH2:15][CH3:16])=[CH:11][CH:10]=[CH:9][C:8]=1[Cl:14])[CH2:2][CH2:3][CH3:4]. Procedure details: This compound was prepared using methodology described in Synthesis 1999, 2138-2144. To a solution of 21.2 g (99.2 mmol) butyl-[1-(2-chloro-6-fluoro-phenyl)-meth-(E)-ylidene]-amine in 150 ml tetrahydrofuran at 0° C. was added dropwise 38.0 ml (114 mmol) of a 3 M solution of ethylmagnesium bromide in ether at such a rate that the temperature of the reaction mixture was maintained below 20° C. After the addition was complete, the reaction mixture was stirred for a further 1 h at room temperature. ... Reactants: BrCCCc1ccccc1, CCCCO, [Na+], [Na+], O=C([O-])[O-], CCC(=O)C1(c2ccccc2)CCNCC1. Product: CCC(=O)C1(c2ccccc2)CCN(CCCc2ccccc2)CC1. RXN SMILES: [Br:17][CH2:18][CH2:19][CH2:20][c:21]1[cH:22][cH:23][cH:24][cH:25][cH:26]1.[CH2:33]([OH:34])[CH2:35][CH2:36][CH3:37].[Na+:27].[Na+:28].[O-:29][C:30](=[O:31])[O-:32].[c:1]1([C:7]2([C:13]([CH2:14][CH3:15])=[O:16])[CH2:8][CH2:9][NH:10][CH2:11][CH2:12]2)[cH:2][cH:3][cH:4][cH:5][cH:6]1>>[c:1]1([C:7]2([C:13]([CH2:14][CH3:15])=[O:16])[CH2:8][CH2:9][N:10]([CH2:18][CH2:19][CH2:20][c:21]3[cH:22][cH:23][cH:24][cH:25][cH:26]3)[CH2:11][CH2:12]2)[cH:2][cH:3][cH:4][cH:5][cH:6]1. Starting materials: CCC1CC(C(CN2CC(=O)N(c3ccccc3Cl)CC2(C)C)NC(=O)OC(C)(C)C)OC1=O, CC(C)(C)CN, O, Oc1ccccn1. Product: CCC(CC(O)C(CN1CC(=O)N(c2ccccc2Cl)CC1(C)C)NC(=O)OC(C)(C)C)C(=O)NCC(C)(C)C. As a reaction SMILES: [C:8]([CH3:9])([CH3:10])([CH3:11])[O:12][C:13]([NH:14][CH:15]([CH2:16][N:17]1[C:18]([CH3:31])([CH3:32])[CH2:19][N:20]([c:24]2[c:25]([Cl:30])[cH:26][cH:27][cH:28][cH:29]2)[C:21](=[O:23])[CH2:22]1)[CH:33]1[O:34][C:35](=[O:40])[CH:36]([CH2:38][CH3:39])[CH2:37]1)=[O:41].[CH3:42][C:43]([CH2:44][NH2:45])([CH3:46])[CH3:47].[OH2:48].[OH:1][c:2]1[cH:3][cH:4][cH:5][cH:6][n:7]1>>[C:8]([CH3:9])([CH3:10])([CH3:11])[O:12][C:13]([NH:14][CH:15]([CH2:16][N:17]1[C:18]([CH3:31])([CH3:32])[CH2:19][N:20]([c:24]2[c:25]([Cl:30])[cH:26][cH:27][cH:28][cH:29]2)[C:21](=[O:23])[CH2:22]1)[CH:33]([OH:34])[CH2:37][CH:36]([C:35](=[O:40])[NH:45][CH2:44][C:43]([CH3:42])([CH3:46])[CH3:47])[CH2:38][CH3:39])=[O:41].